describe an organic reaction: reactants, conditions, products, and yield From a dataset of the Open Reaction Database (ORD), a public repository of structured organic reaction records. Product: O1COC2=C1C=CC(=C2)OCCN2C=C(C1=CC=CC=C21)C2CCN(CC2)CCOC2=C(C(=O)O)C=CC=C2 (2-[2-(4-{1-[2-(benzo[1,3]dioxol-5-yloxy)-ethyl]-1H-indol-3-yl}-piperidin-1-yl)-ethoxy]-benzoic acid). Starting materials: O1COC2=C1C=CC(=C2)OCCN2C=C(C1=CC=CC=C21)C2CCNCC2 (1-[2-(benzo[1,3]dioxol-5-yloxy)-ethyl]-3-piperidin-4-yl-1H-indole), COC(C1=C(C=CC=C1)OCCCl)=O (2-(2-chloroethoxy)-benzoic acid methyl ester). Procedure: This compound was prepared following the procedure described in example 13 (part D) starting with 2.3 g (6.2 mmol) of 1-[2-(benzo[1,3]dioxol-5-yloxy)-ethyl]-3-piperidin-4-yl-1H-indole and 1.5 g (7.1 mmol) of 2-(2-chloroethoxy)-benzoic acid methyl ester. After standard work-up and recrystallisation with methanol, 1.6 g (49% of yield) of the expected acid were obtained. RXN SMILES: [O:1]1[C:5]2[CH:6]=[CH:7][C:8]([O:10][CH2:11][CH2:12][N:13]3[C:21]4[C:16](=[CH:17][CH:18]=[CH:19][CH:20]=4)[C:15]([CH:22]4[CH2:27][CH2:26][NH:25][CH2:24][CH2:23]4)=[CH:14]3)=[CH:9][C:4]=2[O:3][CH2:2]1.C[O:29][C:30](=[O:41])[C:31]1[CH:36]=[CH:35][CH:34]=[CH:33][C:32]=1[O:37][CH2:38][CH2:39]Cl>>[O:1]1[C:5]2[CH:6]=[CH:7][C:8]([O:10][CH2:11][CH2:12][N:13]3[C:21]4[C:16](=[CH:17][CH:18]=[CH:19][CH:20]=4)[C:15]([CH:22]4[CH2:23][CH2:24][N:25]([CH2:39][CH2:38][O:37][C:32]5[CH:33]=[CH:34][CH:35]=[CH:36][C:31]=5[C:30]([OH:41])=[O:29])[CH2:26][CH2:27]4)=[CH:14]3)=[CH:9][C:4]=2[O:3][CH2:2]1. Reactants: Br, CO, CC(C)(F)Cn1c(N)nc2c(Cl)nc3ccccc3c21, N. Yields the product CC(C)(F)Cn1c(N)nc2c(N)nc3ccccc3c21. As a reaction SMILES: [BrH:1].[CH3:23][OH:24].[Cl:2][c:3]1[n:4][c:5]2[cH:6][cH:7][cH:8][cH:9][c:10]2[c:11]2[c:12]1[n:13][c:14]([NH2:21])[n:15]2[CH2:16][C:17]([CH3:18])([CH3:19])[F:20].[NH3:22]>>[c:3]1([NH2:22])[n:4][c:5]2[cH:6][cH:7][cH:8][cH:9][c:10]2[c:11]2[c:12]1[n:13][c:14]([NH2:21])[n:15]2[CH2:16][C:17]([CH3:18])([CH3:19])[F:20]. Reactants: [Cl-].[NH4+] (ammonium chloride), [Cl-].[NH4+] (ammonium chloride), C(C)(C)(C)OC(C[C@@]1([C@@H]2C=CC[C@@H]2C1)C[N+](=O)[O-])=O (Tert-butyl[(1R,5S,6S)-6-(nitromethyl)bicyclo[3.2.0]hept-3-en-6-yl]acetate). Reagents/catalysts: [Fe] (iron), [Fe] (iron), [Fe] (iron). The solvent is O (water), O (water), C(C)O (ethanol), C(C)O (ethanol). Run at time 6.5 hour. Yields the product C(C)(C)(C)OC(C[C@@]1([C@@H]2C=CC[C@@H]2C1)CN)=O (Tert-butyl[(1R,5S,6S)-6-(aminomethyl)bicyclo[3.2.0]hept-3-en-6-yl]acetate). RXN SMILES: [C:1]([O:5][C:6](=[O:19])[CH2:7][C@@:8]1([CH2:15][N+:16]([O-])=O)[CH2:14][C@@H:13]2[C@H:9]1[CH:10]=[CH:11][CH2:12]2)([CH3:4])([CH3:3])[CH3:2].[Cl-].[NH4+]>C(O)C.O.[Fe]>[C:1]([O:5][C:6](=[O:19])[CH2:7][C@@:8]1([CH2:15][NH2:16])[CH2:14][C@@H:13]2[C@H:9]1[CH:10]=[CH:11][CH2:12]2)([CH3:2])([CH3:4])[CH3:3] |f:1.2|. Procedure: Tert-butyl[(1R,5S,6S)-6-(nitromethyl)bicyclo[3.2.0]hept-3-en-6-yl]acetate (peak 2, 20.7 g, 77.4 mmol) was dissolved in ethanol (200 mL) and water (100 mL). To the solution, iron powder (34.69 g, 619.5 mmol) and ammonium chloride (2.09 g, 38.72 mmol) were added, and the mixture was stirred for 6.5 hours under heating to reflux. The mixture was allowed to cool, then diluted with saturated saline, a saturated aqueous solution of sodium bicarbonate, and ethyl acetate, and filtered through Celite to ... The reactants are IC=1OC(=C(N1)I)C(=O)OCC (ethyl 2,4-diiodo-1,3-oxazole-5-carboxylate), CC=1C(=CC(=NC1)NC(C)=O)[Sn](C)(C)C (N-[5-methyl-4-(trimethylstannyl)pyridine-2-yl]acetamide), [Cl-].[Li+] (lithium chloride). Reagents/catalysts: C=1C=CC(=CC1)[P](C=2C=CC=CC2)(C=3C=CC=CC3)[Pd]([P](C=4C=CC=CC4)(C=5C=CC=CC5)C=6C=CC=CC6)([P](C=7C=CC=CC7)(C=8C=CC=CC8)C=9C=CC=CC9)[P](C=1C=CC=CC1)(C=1C=CC=CC1)C=1C=CC=CC1 (tetrakis(triphenylphosphine)palladium(0)), [Cu]I (copper(I) iodide). The solvent is O1CCOCC1 (1,4-dioxane). Run at temperature 100 celsius, time 2 hour. The product is C(C)(=O)NC1=NC=C(C(=C1)C=1OC(=C(N1)I)C(=O)OCC)C (ethyl 2-[2-(acetylamino)-5-methylpyridin-4-yl]-4-iodo-1,3-oxazole-5-carboxylate). Isolated yield 41.4%. As a reaction SMILES: I[C:2]1[O:3][C:4]([C:8]([O:10][CH2:11][CH3:12])=[O:9])=[C:5]([I:7])[N:6]=1.[CH3:13][C:14]1[C:15]([Sn](C)(C)C)=[CH:16][C:17]([NH:20][C:21](=[O:23])[CH3:22])=[N:18][CH:19]=1.[Cl-].[Li+]>O1CCOCC1.C1C=CC([P]([Pd]([P](C2C=CC=CC=2)(C2C=CC=CC=2)C2C=CC=CC=2)([P](C2C=CC=CC=2)(C2C=CC=CC=2)C2C=CC=CC=2)[P](C2C=CC=CC=2)(C2C=CC=CC=2)C2C=CC=CC=2)(C2C=CC=CC=2)C2C=CC=CC=2)=CC=1.[Cu]I>[C:21]([NH:20][C:17]1[CH:16]=[C:15]([C:2]2[O:3][C:4]([C:8]([O:10][CH2:11][CH3:12])=[O:9])=[C:5]([I:7])[N:6]=2)[C:14]([CH3:13])=[CH:19][N:18]=1)(=[O:23])[CH3:22] |f:2.3,^1:39,41,60,79|. Procedure details: A mixture of ethyl 2,4-diiodo-1,3-oxazole-5-carboxylate (0.37 g, 0.93 mmol), N-[5-methyl-4-(trimethylstannyl)pyridine-2-yl]acetamide (0.32 g, 1.0 mmol), tetrakis(triphenylphosphine)palladium(0) (0.054 g, 0.047 mmol), copper(I) iodide (0.053 g, 0.28 mmol) and lithium chloride (0.12 g, 2.8 mmol) in 1,4-dioxane (9 mL) was degassed with argon three times. The mixture was allowed to stir at 100° C. for 2 h under an atmosphere of argon and was then filtered while hot. The reaction mixture was concentr... The reactants are COC1=CC(=C(C=C1)C1=CC2=C(CCN(CC2)C(=O)OC(C)(C)C)C=C1)OCC1=NC=CC(=C1)C (1,1-dimethylethyl 7-(4-(methyloxy)-2-{[(4-methyl-2-pyridinyl)methyl]oxy}phenyl)-1,2,4,5-tetrahydro-3H-3-benzazepine-3-carboxylate), Cl (hydrogen chloride). Run in O1CCOCC1 (dioxane). Product: COC1=CC(=C(C=C1)C1=CC2=C(CCNCC2)C=C1)OCC1=NC=CC(=C1)C (7-(4-(methyloxy)-2-{[(4-methyl-2-pyridinyl)methyl]oxy}phenyl)-2,3,4,5-tetrahydro-1H-3-benzazepine). Reaction SMILES: [CH3:1][O:2][C:3]1[CH:8]=[CH:7][C:6]([C:9]2[CH:26]=[CH:25][C:12]3[CH2:13][CH2:14][N:15](C(OC(C)(C)C)=O)[CH2:16][CH2:17][C:11]=3[CH:10]=2)=[C:5]([O:27][CH2:28][C:29]2[CH:34]=[C:33]([CH3:35])[CH:32]=[CH:31][N:30]=2)[CH:4]=1.Cl>O1CCOCC1>[CH3:1][O:2][C:3]1[CH:8]=[CH:7][C:6]([C:9]2[CH:26]=[CH:25][C:12]3[CH2:13][CH2:14][NH:15][CH2:16][CH2:17][C:11]=3[CH:10]=2)=[C:5]([O:27][CH2:28][C:29]2[CH:34]=[C:33]([CH3:35])[CH:32]=[CH:31][N:30]=2)[CH:4]=1. Procedure: 1,1-dimethylethyl 7-(4-(methyloxy)-2-{[(4-methyl-2-pyridinyl)methyl]oxy}phenyl)-1,2,4,5-tetrahydro-3H-3-benzazepine-3-carboxylate (4.8 g) was dissolved in dioxane (20 ml). Gaseous hydrogen chloride was passed through the reaction mixture for 1.5 h. The reaction was monitored by TLC. On completion the solid formed was collected by filtration and washed with acetone. The solid was then dissolved in water and the mixture was brought to pH8 using aqueous sodium bicarbonate. The sticky solid observed... Reactants: CN(C)C(=[N+](C)C)ON1C2=C(C=CC=C2)N=N1.[B-](F)(F)(F)F (TBTU), C1CCOC1 (THF), NCC=1C=CC(=C(C1)C1=NN(C(N1)=O)C1=CC=C(C=C1)C(F)(F)F)Cl (3-(5-(aminomethyl)-2-chlorophenyl)-1-(4-(trifluoromethyl)phenyl)-1H-1,2,4-triazol-5(4H)-one), TEA. Procedure details: The title compound was prepared according to the procedure described in Example-17 by using 3-(5-(aminomethyl)-2-chlorophenyl)-1-(4-(trifluoromethyl)phenyl)-1H-1,2,4-triazol-5(4H)-one (Intermediate-63, 0.100 g, 0.271 mmol), TEA (1.0 mL), TBTU (0.261 g, 0.813 mmol), THF:DMF (10 mL), cyclopentanecarboxylic acid (0.061 g, 0.542 mmol) to afford 0.025 g of the desired product. 1H NMR (300 MHz, DMSO d6): δ 1.50-1.76 (m, 8H), 2.62 (s, 1H), 4.30 (d, 2H), 7.45 (m, 1H), 7.61 (m, 2H), 7.85 (d, J=9.6 Hz, 2H... Reaction SMILES: [NH2:1][CH2:2][C:3]1[CH:4]=[CH:5][C:6]([Cl:25])=[C:7]([C:9]2[NH:13][C:12](=[O:14])[N:11]([C:15]3[CH:20]=[CH:19][C:18]([C:21]([F:24])([F:23])[F:22])=[CH:17][CH:16]=3)[N:10]=2)[CH:8]=1.CN(C([O:33]N1N=N[C:36]2[CH:37]=[CH:38][CH:39]=[CH:40][C:35]1=2)=[N+](C)C)C.[B-](F)(F)(F)F.[CH2:48]1[CH2:52][O:51][CH2:50][CH2:49]1>CN(C=O)C>[CH:49]1([C:50]([OH:33])=[O:51])[CH2:3][CH2:2][CH2:52][CH2:48]1.[Cl:25][C:6]1[CH:5]=[CH:4][C:3]([CH2:2][NH:1][C:35]([CH:40]2[CH2:36][CH2:37][CH2:38][CH2:39]2)=[O:51])=[CH:8][C:7]=1[C:9]1[NH:13][C:12](=[O:14])[N:11]([C:15]2[CH:16]=[CH:17][C:18]([C:21]([F:24])([F:23])[F:22])=[CH:19][CH:20]=2)[N:10]=1 |f:1.2|. Product: C1(CCCC1)C(=O)O (cyclopentanecarboxylic acid), ClC1=C(C=C(CNC(=O)C2CCCC2)C=C1)C1=NN(C(N1)=O)C1=CC=C(C=C1)C(F)(F)F (N-(4-Chloro-3-(5-oxo-1-(4-(trifluoromethyl)phenyl)-4,5-dihydro-1H-1,2,4-triazol-3-yl)benzyl)cyclopentanecarboxamide). Run in CN(C)C=O (DMF).